From a dataset of the Open Reaction Database (ORD), a public repository of structured organic reaction records. describe an organic reaction: reactants, conditions, products, and yield Starting materials: COc1ccc(P2(=S)SP(=S)(c3ccc(OC)cc3)S2)cc1, CCOC(C)=O, O=C(OC1CCCCC1)C(c1ccccc1)n1cnc2[nH]ncc2c1=O, Cc1ccccc1C. Product: O=C(OC1CCCCC1)C(c1ccccc1)n1cnc2[nH]ncc2c1=S. Reaction SMILES: [CH3:27][O:28][c:29]1[cH:30][cH:31][c:32]([P:33]2(=[S:36])[S:34][P:35]([c:37]3[cH:38][cH:39][c:40]([O:41][CH3:42])[cH:43][cH:44]3)(=[S:45])[S:46]2)[cH:47][cH:48]1.[CH3:49][CH2:50][O:51][C:52]([CH3:53])=[O:54].[CH:1]1([O:7][C:8]([CH:9]([c:10]2[cH:11][cH:12][cH:13][cH:14][cH:15]2)[n:16]2[cH:17][n:18][c:19]3[c:20]([c:21]2=[O:22])[cH:23][n:24][nH:25]3)=[O:26])[CH2:2][CH2:3][CH2:4][CH2:5][CH2:6]1.[c:55]1([CH3:56])[c:57]([CH3:58])[cH:59][cH:60][cH:61][cH:62]1>>[CH:1]1([O:7][C:8]([CH:9]([c:10]2[cH:11][cH:12][cH:13][cH:14][cH:15]2)[n:16]2[cH:17][n:18][c:19]3[c:20]([c:21]2=[S:36])[cH:23][n:24][nH:25]3)=[O:26])[CH2:2][CH2:3][CH2:4][CH2:5][CH2:6]1. The reactants are [Na+], [OH-], O, O=P(Cl)(Cl)Cl, Cc1ccc(C(=O)NCCc2ccccc2Cl)cc1, Cc1ccccc1C. Yields the product Cc1ccc(C2=NCCc3c(Cl)cccc32)cc1. As a reaction SMILES: [Na+:22].[OH-:21].[OH2:20].[P:31]([Cl:32])([Cl:33])([Cl:34])=[O:35].[c:1]1([CH3:19])[cH:2][cH:3][c:4]([C:7](=[O:8])[NH:9][CH2:10][CH2:11][c:12]2[c:13]([Cl:18])[cH:14][cH:15][cH:16][cH:17]2)[cH:5][cH:6]1.[c:23]1([CH3:24])[c:25]([CH3:26])[cH:27][cH:28][cH:29][cH:30]1>>[c:1]1([CH3:19])[cH:2][cH:3][c:4]([C:7]2=[N:9][CH2:10][CH2:11][c:12]3[c:13]([Cl:18])[cH:14][cH:15][cH:16][c:17]32)[cH:5][cH:6]1. Reactants: FC1=CC=C(C=C1)C1=C(C(=NC(=C1/C=C/C=O)C(C)C)OC)COC ((E)-3-[4-(4-Fluorophenyl)-6-isopropyl-2-methoxy-3-methoxymethyl-pyridin-5-yl]-prop-2-enal), O1CCCC1 (tetrahydrofuran), C(CCC)[Li] (butyllithium), C(CC(=O)C)(=O)OC (methyl acetoacetate), [H-].[Na+] (sodium hydride), O1CCCC1 (tetrahydrofuran). The reagents and catalysts are [Cl-].[Zn+2].[Cl-] (zinc chloride). The solvent is CCCCCC (n-hexane), CCOCC (ether), [Cl-].[NH4+] (ammonium chloride). Reaction conditions: time 15 minute. The product is FC1=CC=C(C=C1)C1=C(C(N(C(=C1/C=C/C(CC(CC(=O)OC)=O)O)C(C)C)C)OC)OC (Methyl (E)-7-[4-(4-fluorophenyl)-6-isopropyl-2-methoxy-3-methoxy-methyl-pyridin-5-yl]-5-hydroxy-3-oxo-hept-6-enoate). RXN SMILES: [C:1]([O:7][CH3:8])(=[O:6])[CH2:2][C:3]([CH3:5])=[O:4].[H-].[Na+].[CH2:11]([Li])CCC.[F:16][C:17]1[CH:22]=[CH:21][C:20]([C:23]2[C:28](/[CH:29]=[CH:30]/[CH:31]=[O:32])=[C:27]([CH:33]([CH3:35])[CH3:34])[N:26]=[C:25]([O:36][CH3:37])[C:24]=2COC)=[CH:19][CH:18]=1.[O:41]1CCC[CH2:42]1>CCCCCC.CCOCC.[Cl-].[NH4+].[Cl-].[Zn+2].[Cl-]>[F:16][C:17]1[CH:18]=[CH:19][C:20]([C:23]2[C:28](/[CH:29]=[CH:30]/[CH:31]([OH:32])[CH2:5][C:3](=[O:4])[CH2:2][C:1]([O:7][CH3:8])=[O:6])=[C:27]([CH:33]([CH3:35])[CH3:34])[N:26]([CH3:11])[CH:25]([O:36][CH3:37])[C:24]=2[O:41][CH3:42])=[CH:21][CH:22]=1 |f:1.2,8.9,10.11.12|. Procedure: 0.35 ml (3.3 mmol) of methyl acetoacetate are added dropwise under nitrogen to a suspension of 80 mg (3.4 mmol) of sodium hydride in 3 ml of dry tetrahydrofuran at -5° C. After 15 min, 2.3 ml (3.3 mmol) of 15% strength butyllithium in n-hexane and 3.3 ml (3.3 mmol) of a 1 molar zinc chloride solution in ether are added dropwise at the same temperature and the mixture is stirred for 15 min. 530 mg (1.5 mmol) of the compound from Example 10 dissolved in 8 ml of dry tetrahydrofuran are then added d... Reactants: CC(C)=CCCBr, C1CCC2=NCCCN2CC1, CC#N, CC(C)(C)OC(=O)NO. Yields the product CC(C)=CCCONC(=O)OC(C)(C)C. As a reaction SMILES: [Br:1][CH2:2][CH2:3][CH:4]=[C:5]([CH3:6])[CH3:7].[CH2:17]1[CH2:18][CH2:19][C:20]2=[N:25][CH2:24][CH2:23][CH2:22][N:21]2[CH2:26][CH2:27]1.[CH3:28][C:29]#[N:30].[OH:8][NH:9][C:10]([O:11][C:12]([CH3:13])([CH3:14])[CH3:15])=[O:16]>>[CH2:2]([CH2:3][CH:4]=[C:5]([CH3:6])[CH3:7])[O:8][NH:9][C:10]([O:11][C:12]([CH3:13])([CH3:14])[CH3:15])=[O:16]. The reactants are C(C)N(CCO)CC (N,N-diethylethanolamine), IC (iodomethane), CC(=O)C (acetone). Conditions: time 1 day. Yields the product [I-].C(C)[N+](CCO)(CC)CC (N,N,N-triethyl-N-(2-hydroxyethyl)ammonium iodide). Isolated yield 94.1%. As a reaction SMILES: [CH2:1]([N:3]([CH2:7][CH3:8])[CH2:4][CH2:5][OH:6])[CH3:2].[I:9]C.[CH3:11][C:12](C)=O>>[I-:9].[CH2:1]([N+:3]([CH2:11][CH3:12])([CH2:7][CH3:8])[CH2:4][CH2:5][OH:6])[CH3:2] |f:3.4|. Procedure details: To 200 g of acetone, 117 g of N,N-diethylethanolamine and 116 g of iodomethane were dissolved. The solution was left for one day. The precipitated white solid was filtered off, and dispersed in 200 g of acetone again. The dispersion was filtered off, and dried to obtain 210 g of N,N,N-triethyl-N-(2-hydroxyethyl)ammonium iodide. The reactants are CN1CCN(c2cc(NN=C(c3ccccc3)c3ccccc3)ncn2)CC1, Cl. The product is CN1CCN(c2cc(NN)ncn2)CC1. RXN SMILES: [CH3:1][N:2]1[CH2:3][CH2:4][N:5]([c:8]2[cH:9][c:10]([NH:14][N:15]=[C:16]([c:17]3[cH:18][cH:19][cH:20][cH:21][cH:22]3)[c:23]3[cH:24][cH:25][cH:26][cH:27][cH:28]3)[n:11][cH:12][n:13]2)[CH2:6][CH2:7]1.[ClH:29]>>[CH3:1][N:2]1[CH2:3][CH2:4][N:5]([c:8]2[cH:9][c:10]([NH:14][NH2:15])[n:11][cH:12][n:13]2)[CH2:6][CH2:7]1.